Task: describe an organic reaction: reactants, conditions, products, and yield. Dataset: the Open Reaction Database (ORD), a public repository of structured organic reaction records Starting materials: [Al+3], C1CCOC1, COC(=O)c1cccc(CNC2CCCc3ccccc32)c1, [H-], [H-], [H-], [H-], [Li+]. Yields the product OCc1cccc(CNC2CCCc3ccccc32)c1. Reaction SMILES: [Al+3:24].[CH2:29]1[O:30][CH2:31][CH2:32][CH2:33]1.[CH:1]1([NH:11][CH2:12][c:13]2[cH:14][c:15]([C:16](=[O:17])[O:18][CH3:19])[cH:20][cH:21][cH:22]2)[CH2:2][CH2:3][CH2:4][c:5]2[cH:6][cH:7][cH:8][cH:9][c:10]21.[H-:23].[H-:26].[H-:27].[H-:28].[Li+:25]>>[CH:1]1([NH:11][CH2:12][c:13]2[cH:14][c:15]([CH2:16][OH:17])[cH:20][cH:21][cH:22]2)[CH2:2][CH2:3][CH2:4][c:5]2[cH:6][cH:7][cH:8][cH:9][c:10]21. Reactants: OC(C(=O)C1=CC=CC=C1)C (2-hydroxypropiophenone), CC(=O)C (acetone), N1CCCC1 (pyrrolidine). Run in C1(=CC=CC=C1)C (toluene). Product: CC1(OC2=C(C(C1C)=O)C=CC=C2)C (2,2,3-trimethyl-3,4-dihydro-2H-1-benzopyran-4-one). RXN SMILES: O[CH:2]([CH3:11])[C:3]([C:5]1[CH:10]=[CH:9][CH:8]=[CH:7][CH:6]=1)=[O:4].[CH3:12][C:13]([CH3:15])=[O:14].N1CCCC1>C1(C)C=CC=CC=1>[CH3:12][C:13]1([CH3:15])[CH:2]([CH3:11])[C:3](=[O:4])[C:5]2[CH:6]=[CH:7][CH:8]=[CH:9][C:10]=2[O:14]1. Procedure: A solution of 2-hydroxypropiophenone (500 ml, 3.64 mol), acetone (400 ml), and pyrrolidine (150 ml, 1.8 mol) in toluene (1000 ml) was heated at 85° C. for 66 hours. The cooled solution was then washed successively with water, aqueous hydrochloric acid and aqueous sodium hydroxide solution. The toluene layer was separated and the solvent removed under reduced pressure. The residue was chromatographed on silica gel, eluting with dichloromethane/heptane (50/50), to give 81 g of 2,2,3-trimethyl-3,4-... Starting materials: BrC=1C=C2C(C(=CN(C2=NC1)[C@@H]1CN(CCC1)C(=O)OC(C)(C)C)C(=O)OCC)=O ((S)-ethyl 6-bromo-1-(1-(tert-butoxycarbonyl)piperidin-3-yl)-4-oxo-1,4-dihydro-1,8-naphthyridine-3-carboxylate), BrC=1C=C2C(C(=CN(C2=NC1)[C@@H]1CN(CCC1)C(=O)OC(C)(C)C)C(=O)OCC)=O ((S)-ethyl 6-bromo-1-(1-(tert-butoxycarbonyl)piperidin-3-yl)-4-oxo-1,4-dihydro-1,8-naphthyridine-3-carboxylate), Cl (HCl), O1CCOCC1 (Dioxane). The solvent is ClCCl (dichloromethane). Reaction conditions: time 1 hour. Product: BrC=1C=C2C(C(=CN(C2=NC1)[C@@H]1CNCCC1)C(=O)OCC)=O ((S)-ethyl 6-bromo-4-oxo-1-(piperidin-3-yl)-1,4-dihydro-1,8-naphthyridine-3-carboxylate). As a reaction SMILES: [Br:1][C:2]1[CH:3]=[C:4]2[C:9](=[N:10][CH:11]=1)[N:8]([C@H:12]1[CH2:17][CH2:16][CH2:15][N:14](C(OC(C)(C)C)=O)[CH2:13]1)[CH:7]=[C:6]([C:25]([O:27][CH2:28][CH3:29])=[O:26])[C:5]2=[O:30].Cl.O1CCOCC1>ClCCl>[Br:1][C:2]1[CH:3]=[C:4]2[C:9](=[N:10][CH:11]=1)[N:8]([C@H:12]1[CH2:17][CH2:16][CH2:15][NH:14][CH2:13]1)[CH:7]=[C:6]([C:25]([O:27][CH2:28][CH3:29])=[O:26])[C:5]2=[O:30]. Procedure details: (S)-ethyl 6-bromo-1-(1-(tert-butoxycarbonyl)piperidin-3-yl)-4-oxo-1,4-dihydro-1,8-naphthyridine-3-carboxylate (Intermediate 30, 10.847 g, 22.58 mmol) was taken up in dichloromethane (10 mL) and added HCl 4M in Dioxane (113 mL, 451.63 mmol) while stirring at RT for 1 h. The solvent was removed in vacuo and the residue was triturated with DCM, ether and EtOAc to give the desired product as a yellow solid. (S)-ethyl 6-bromo-4-oxo-1-(piperidin-3-yl)-1,4-dihydro-1,8-naphthyridine-3-carboxylate (8.50 ... Starting materials: IC1=C(N(C(=N1)C1=CC=C(C=C1)C(F)(F)F)C)C(=O)N1CCC(CC1)N1CCCC1 ([5-iodo-3-methyl-2-(4-trifluoromethyl-phenyl)-3H-imidazol-4-yl]-(4-pyrrolidin-1-yl-piperidin-1-yl)-methanone), OC1=CC=C(C=N1)B1OC(C)(C)C(C)(C)O1 (6-hydroxy-pyridin-3-yl-boronic acid pinacol ester). The product is OC1=CC=C(C=N1)C1=C(N(C(=N1)C1=CC=C(C=C1)C(F)(F)F)C)C(=O)N1CCC(CC1)N1CCCC1 ([5-(6-Hydroxy-pyridin-3-yl)-3-methyl-2-(4-trifluoromethyl-phenyl)-3H-imidazol-4-yl]-(4-pyrrolidin-1-yl-piperidin-1-yl)-methanone). Reaction SMILES: I[C:2]1[N:6]=[C:5]([C:7]2[CH:12]=[CH:11][C:10]([C:13]([F:16])([F:15])[F:14])=[CH:9][CH:8]=2)[N:4]([CH3:17])[C:3]=1[C:18]([N:20]1[CH2:25][CH2:24][CH:23]([N:26]2[CH2:30][CH2:29][CH2:28][CH2:27]2)[CH2:22][CH2:21]1)=[O:19].[OH:31][C:32]1[N:37]=[CH:36][C:35](B2OC(C)(C)C(C)(C)O2)=[CH:34][CH:33]=1>>[OH:31][C:32]1[N:37]=[CH:36][C:35]([C:2]2[N:6]=[C:5]([C:7]3[CH:12]=[CH:11][C:10]([C:13]([F:16])([F:15])[F:14])=[CH:9][CH:8]=3)[N:4]([CH3:17])[C:3]=2[C:18]([N:20]2[CH2:25][CH2:24][CH:23]([N:26]3[CH2:30][CH2:29][CH2:28][CH2:27]3)[CH2:22][CH2:21]2)=[O:19])=[CH:34][CH:33]=1. Procedure: In analogy to the procedure described for example 7, [5-iodo-3-methyl-2-(4-trifluoromethyl-phenyl)-3H-imidazol-4-yl]-(4-pyrrolidin-1-yl-piperidin-1-yl)-methanone (example 104) was reacted with 6-hydroxy-pyridin-3-yl-boronic acid pinacol ester to give the title compound as off-white solid. MS: 500.2 (MH+). The reactants are IC=1C=C(C=CC1C)N(S(=O)(=O)CC)CC=1C=NC=CC1 (N-(3-iodo-4-methylphenyl)-N-(ethylsulfonyl)pyrid-3-ylmethylamine), C(=O)[O-].[Na+] (sodium formate), dichloro-bis(triphenylphosphine)palladium. Run in CN(C)C=O (DMF). Run at temperature 100 celsius. Product: C(=O)C=1C=C(C=CC1C)N(S(=O)(=O)CC)CC=1C=NC=CC1 (N-(3-Formyl-4-methylphenyl)-N-(ethanesulfonyl)pyrid-3-ylmethylamine). As a reaction SMILES: I[C:2]1[CH:3]=[C:4]([N:9]([CH2:15][C:16]2[CH:17]=[N:18][CH:19]=[CH:20][CH:21]=2)[S:10]([CH2:13][CH3:14])(=[O:12])=[O:11])[CH:5]=[CH:6][C:7]=1[CH3:8].[CH:22]([O-])=[O:23].[Na+]>CN(C=O)C>[CH:22]([C:2]1[CH:3]=[C:4]([N:9]([CH2:15][C:16]2[CH:17]=[N:18][CH:19]=[CH:20][CH:21]=2)[S:10]([CH2:13][CH3:14])(=[O:12])=[O:11])[CH:5]=[CH:6][C:7]=1[CH3:8])=[O:23] |f:1.2|. Procedure details: A mixture of N-(3-iodo-4-methylphenyl)-N-(ethylsulfonyl)pyrid-3-ylmethylamine (0.415 g, 0.997 mmol), sodium formate (0.102 g, 1.50 mmol), and dichloro-bis(triphenylphosphine)palladium (0.014 g, 0.020 mmol) were combined in 1.0 mL DMF and purged with anhydrous CO gas. The mixture was heated to 100° C. for 1.5 h. The reaction was poured into saturated NaHCO3 solution and extracted with EtOAc. The combined fractions were washed with H2O and brine, dried over MgSO4, filtered and concentrated. The mi... Reactants: mixture, FC1=C(C(C(=O)F)=C(C(=C1F)F)F)C(=O)F (3,4,5,6-tetrafluorophthaloyldifluoride), FC1(OC(C2=C(C(=C(C(=C12)F)F)F)F)=O)F (3,3,4,5,6,7-hexafluoro-1-[3H]-isobenzofuranone), C([O-])([O-])=O.[Na+].[Na+] (sodium carbonate). Solvent: C=1(C(=CC=CC1)C)C (xylene). The product is FC=1C(=C(C(=C2C1C(=O)OC2=O)F)F)F (tetrafluorophthalic anhydride). Isolated yield 91.5%. As a reaction SMILES: [F:1][C:2]1[C:10]([F:11])=[C:9]([F:12])[C:8]([F:13])=[C:4]([C:5](F)=[O:6])[C:3]=1[C:14](F)=[O:15].FC1(F)C2C(=C(F)C(F)=C(F)C=2F)C(=O)[O:19]1.C(=O)([O-])[O-].[Na+].[Na+]>C1(C)C(C)=CC=CC=1>[F:1][C:2]1[C:10]([F:11])=[C:9]([F:12])[C:8]([F:13])=[C:4]2[C:5](=[O:19])[O:6][C:14](=[O:15])[C:3]=12 |f:2.3.4|. Procedure details: Into a 500 ml glass reactor equipped with a reflux condenser and a stirrer, 100 g (0.413 mol) of the mixture (1:1) of the 3,4,5,6-tetrafluorophthaloyldifluoride and the 3,3,4,5,6,7-hexafluoro-1-[3H]-isobenzofuranone of Example 2, 43.8 g (0.413 mol) of sodium carbonate and 200 g of xylene were charged, and the mixture was reacted at 130° C. for 3 hours with vigorous stirring. Then, the inorganic substance was removed by filtration, and the residue was subjected to distillation to obtain 83.1 g of... Starting materials: primary amine, [N+](=O)([O-])C1=CC=C(C=C1)CN1CCC(CC1)C(C1=CC=CC=C1)C1=CC=CC=C1 (1-[(4-nitrophenyl)methyl]-4-(diphenylmethyl)piperidine), C1(=CC=CC=C1)C(C1CCNCC1)C1=CC=CC=C1 (4-(diphenylmethyl)piperidine), [N+](=O)([O-])C1=CC=C(CCl)C=C1 (4-nitrobenzyl chloride), C([O-])([O-])=O.[Na+].[Na+] (sodium carbonate), [H][H] (hydrogen). The reagents and catalysts are [Pd] (palladium-on-charcoal). Run in O (water), O1CCCC1 (tetrahydrofuran), C(C)O (ethanol). Product: C1(=CC=CC=C1)C(C1CCN(CC1)CC1=CC=C(C=C1)N)C1=CC=CC=C1 (4-{[4-(diphenylmethyl)-1-piperidinyl]methyl}benzenamine). As a reaction SMILES: C1(C(C2C=CC=CC=2)C2CCNCC2)C=CC=CC=1.[N+](C1C=CC(CCl)=CC=1)([O-])=O.C(=O)([O-])[O-].[Na+].[Na+].[N+:37]([C:40]1[CH:45]=[CH:44][C:43]([CH2:46][N:47]2[CH2:52][CH2:51][CH:50]([CH:53]([C:60]3[CH:65]=[CH:64][CH:63]=[CH:62][CH:61]=3)[C:54]3[CH:59]=[CH:58][CH:57]=[CH:56][CH:55]=3)[CH2:49][CH2:48]2)=[CH:42][CH:41]=1)([O-])=O.[H][H]>C(O)C.O.O1CCCC1.[Pd]>[C:60]1([CH:53]([C:54]2[CH:55]=[CH:56][CH:57]=[CH:58][CH:59]=2)[CH:50]2[CH2:49][CH2:48][N:47]([CH2:46][C:43]3[CH:42]=[CH:41][C:40]([NH2:37])=[CH:45][CH:44]=3)[CH2:52][CH2:51]2)[CH:61]=[CH:62][CH:63]=[CH:64][CH:65]=1 |f:2.3.4|. Procedure: The basic primary amine of this invention can be prepared by heating 4-(diphenylmethyl)piperidine with 4-nitrobenzyl chloride in the presence of sodium carbonate, using ethanol and water as solvents, and contacting the resultant 1-[(4-nitrophenyl)methyl]-4-(diphenylmethyl)piperidine in tetrahydrofuran solution at 25° with hydrogen under approximately 0.1 atm of pressure, using 5% palladium-on-charcoal as catalyst. From 4-{[4-(diphenylmethyl)-1-piperidinyl]methyl}benzenamine thus or otherwise pro... The reactants are C1(C=2C(C(N1C(C(=O)OCC)(CCC(C(C=C)N1C(C=3C(C1=O)=CC=CC3)=O)F)C(=O)OCC)=O)=CC=CC2)=O (Ethyl 2,6-diphthalimido-2-ethoxycarbonyl-5-fluoro-7-octenoate), solution, N2H4.H2O, O1CCOCC1.C(C)O (dioxane ethanol), ester, Cl (HCl), C(C)O.N (ethanol ammonia). Solvent: C(C)O (ethanol). Reaction conditions: temperature 90 celsius, time 3 hour. Yields the product NC(C(=O)OCC)(CCC(C(C=C)N)F)C(=O)OCC (Ethyl 2,6-diamino-2-ethoxycarbonyl-5-fluoro-7-octenoate). RXN SMILES: C1(=O)[N:5]([C:6]([C:30]([O:32][CH2:33][CH3:34])=[O:31])([CH2:12][CH2:13][CH:14]([F:29])[CH:15]([N:18]2C(=O)C3=CC=CC=C3C2=O)[CH:16]=[CH2:17])[C:7]([O:9][CH2:10][CH3:11])=[O:8])C(=O)C2=CC=CC=C12.O1CCOCC1.C(O)C.Cl.C(O)C.N>C(O)C>[NH2:5][C:6]([C:7]([O:9][CH2:10][CH3:11])=[O:8])([CH2:12][CH2:13][CH:14]([F:29])[CH:15]([NH2:18])[CH:16]=[CH2:17])[C:30]([O:32][CH2:33][CH3:34])=[O:31] |f:1.2,4.5|. Procedure: The foregoing compound 22 (17.5 g, 31.8 mmoles) and a 1M solution of N2H4.H2O in dioxane/ethanol 4:1 (35 mL, 2 equivalents) are stirred and heated at about 90° C. After 3 hours, a yellow precipitate is formed, and the mixture is allowed to cool to room temperature. The precipitate is filtered and the filtrate is evaporated to yield an oil. The oil and the precipitate are united and heated with ethanol (310 mL) and conc. HCl (18.6 mL) at 90° C. for 3 hours. After cooling, phthalhydrazide is filte...